This data is from the Open Reaction Database (ORD), a public repository of structured organic reaction records. The task is: describe an organic reaction: reactants, conditions, products, and yield Reactants: C1CCOC1, C[S+](C)(C)=O, CS(C)=O, CC(C)(C)[O-], [I-], [K+], C=C(c1ccccc1)c1ccc2sc(-c3ccc(C4OCCCO4)cc3F)nc2n1. Product: Fc1cc(C2OCCCO2)ccc1-c1nc2nc(C3(c4ccccc4)CC3)ccc2s1. Reaction SMILES: [CH2:47]1[O:48][CH2:49][CH2:50][CH2:51]1.[CH3:2][S+:3]([CH3:4])([CH3:5])=[O:6].[CH3:43][S:44]([CH3:45])=[O:46].[CH3:7][C:8]([CH3:9])([O-:10])[CH3:11].[I-:1].[K+:12].[O:13]1[CH:14]([c:19]2[cH:20][c:21]([F:42])[c:22](-[c:25]3[s:26][c:27]4[c:28]([n:29][c:30]([C:33](=[CH2:34])[c:35]5[cH:36][cH:37][cH:38][cH:39][cH:40]5)[cH:31][cH:32]4)[n:41]3)[cH:23][cH:24]2)[O:15][CH2:16][CH2:17][CH2:18]1>>[CH2:2]1[C:33]([c:30]2[n:29][c:28]3[c:27]([s:26][c:25](-[c:22]4[c:21]([F:42])[cH:20][c:19]([CH:14]5[O:13][CH2:18][CH2:17][CH2:16][O:15]5)[cH:24][cH:23]4)[n:41]3)[cH:32][cH:31]2)([c:35]2[cH:36][cH:37][cH:38][cH:39][cH:40]2)[CH2:34]1. The reactants are CS(C)=O, OCC(C1CC1)C1CC1, N#C[Na], Cc1ccc(S(=O)(=O)O)cc1. Yields the product N#CCC(C1CC1)C1CC1. Reaction SMILES: [CH3:24][S:25]([CH3:26])=[O:27].[CH:12]1([CH:15]([CH2:16][OH:17])[CH:18]2[CH2:19][CH2:20]2)[CH2:13][CH2:14]1.[Na:21][C:22]#[N:23].[OH:1][S:2]([c:3]1[cH:4][cH:5][c:6]([CH3:7])[cH:8][cH:9]1)(=[O:10])=[O:11]>>[CH:12]1([CH:15]([CH2:16][C:22]#[N:23])[CH:18]2[CH2:19][CH2:20]2)[CH2:13][CH2:14]1. Reactants: C(C)(=O)OCCC(=CCCC(C)(C)Cl)C (7-chloro-3,7-dimethyl-3-octenyl acetate), O1CCOCC1 (dioxane), [H][H] (hydrogen). Reagents/catalysts: [Pd] (palladium black). Product: OC\C(\C)=C/CCC(C)CCO (hydroxycitronellol). Reaction SMILES: C([O:4][CH2:5][CH2:6][C:7]([CH3:15])=[CH:8][CH2:9][CH2:10][C:11](Cl)([CH3:13])[CH3:12])(=O)C.[H][H].[O:18]1CCOCC1>[Pd]>[OH:18][CH2:12]/[C:11](=[CH:10]\[CH2:9][CH2:8][CH:7]([CH2:6][CH2:5][OH:4])[CH3:15])/[CH3:13]. Procedure details: 1 mole of 7-chloro-3,7-dimethyl-3-octenyl acetate was dissolved into 200 milliliters of dioxane and the solution was subjected to hydrogenation reaction in a reactor containing 20 grams of activated palladium black at about 25° C. under normal pressure until hydrogen was no more absorbed. Then, the palladium black was filtered off from the reaction mixture, and dioxane was distilled off from the filtrate. To the resulting residue were added 50 milliliters of water, 200 milliliters of acetone and... Starting materials: [Cl-].[NH4+] (ammonium chloride), alcohol, O (water), COC1=CC=C(C=C1)C1=NN(C(C1)C1=CC=C(C=C1)[N+](=O)[O-])C1=CC=CC=C1 (3-(4-methoxyphenyl)-5-(4-nitrophenyl)-1-phenyl-2-pyrazoline). Reagents/catalysts: [Fe] (iron). Run in C(C)(=O)O (acetic acid). Reaction conditions: time 30 minute. Yields the product NC1=CC=C(C=C1)C1CC(=NN1C1=CC=CC=C1)C1=CC=C(C=C1)OC (5-(4-aminophenyl)-3-(4-methoxyphenyl)-1-phenyl-2-pyrazoline). The yield is 80.5%. As a reaction SMILES: [Cl-].[NH4+].O.[CH3:4][O:5][C:6]1[CH:11]=[CH:10][C:9]([C:12]2[CH2:16][CH:15]([C:17]3[CH:22]=[CH:21][C:20]([N+:23]([O-])=O)=[CH:19][CH:18]=3)[N:14]([C:26]3[CH:31]=[CH:30][CH:29]=[CH:28][CH:27]=3)[N:13]=2)=[CH:8][CH:7]=1>[Fe].C(O)(=O)C>[NH2:23][C:20]1[CH:21]=[CH:22][C:17]([CH:15]2[N:14]([C:26]3[CH:31]=[CH:30][CH:29]=[CH:28][CH:27]=3)[N:13]=[C:12]([C:9]3[CH:8]=[CH:7][C:6]([O:5][CH3:4])=[CH:11][CH:10]=3)[CH2:16]2)=[CH:18][CH:19]=1 |f:0.1|. Reported procedure: 15.8 g of metallic iron powder and 1.6 g of ammonium chloride were dispersed in a mixed solution of 140 ml of iospropyl alcohol and 14 ml of water, and, while stirring and refluxing under heating, 13.1 g of 3-(4-methoxyphenyl)-5-(4-nitrophenyl)-1-phenyl-2-pyrazoline was added thereto. After refluxing for 2 hours, 10 ml of acetic acid was added thereto, and the reaction was thereafter continued for 30 minutes under refluxing. Solids were removed by filtration using sellaite, and 150 ml of water w... The reactants are O (Water), CCOC(=O)C (EtOAc), ice, CC(C)(C)[Si](OC[C@H]1N(C[C@H]2C[C@H]2C1)C(=O)OCC1=CC=CC=C1)(C1=CC=CC=C1)C1=CC=CC=C1 (Phenylmethyl (1S,4S,6S)-4-({[(1,1-dimethylethyl)(diphenyl)silyl]oxy}methyl)-3-azabicyclo[4.1.0]heptane-3-carboxylate), C1=CC=NC=C1.F (HF-pyridine). The solvent is N1=CC=CC=C1 (pyridine). Conditions: temperature 0 celsius, time 20 minute. Yields the product OC[C@H]1N(C[C@H]2C[C@H]2C1)C(=O)OCC1=CC=CC=C1 (Phenylmethyl (1S,4S,6S)-4-(hydroxymethyl)-3-azabicyclo[4.1.0]heptane-3-carboxylate). Isolated yield 91.9%. As a reaction SMILES: CC([Si](C1C=CC=CC=1)(C1C=CC=CC=1)[O:6][CH2:7][C@@H:8]1[CH2:14][C@H:13]2[C@H:11]([CH2:12]2)[CH2:10][N:9]1[C:15]([O:17][CH2:18][C:19]1[CH:24]=[CH:23][CH:22]=[CH:21][CH:20]=1)=[O:16])(C)C.C1C=CN=CC=1.F.O.CCOC(C)=O>N1C=CC=CC=1>[OH:6][CH2:7][C@@H:8]1[CH2:14][C@H:13]2[C@H:11]([CH2:12]2)[CH2:10][N:9]1[C:15]([O:17][CH2:18][C:19]1[CH:20]=[CH:21][CH:22]=[CH:23][CH:24]=1)=[O:16] |f:1.2|. Reported procedure: To an ice cooled solution of phenylmethyl (1S,4S,6S)-4-({[(1,1-dimethylethyl)(diphenyl)silyl]oxy}methyl)-3-azabicyclo[4.1.0]heptane-3-carboxylate D8 (0.930 g) in pyridine (14 ml) was added HF-pyridine (2.642 ml, 30.4 mmol), the resulting mixture was stirred for 20 minutes at 0° C. and then was slowly warmed to room temperature and stirred for 30 minutes. Water (200 ml) and EtOAc (30 ml) were added and stirred for 15 minutes. The organic phase was separated and the aqueous phase was extracted wit... Reactants: N#CCc1ccc(Br)c(F)c1, Cc1ccccc1, CCOC(C)=O, [Na+], [Na+], O=C([O-])[O-], O, OB(O)c1ccccc1, c1ccc(P(c2ccccc2)(c2ccccc2)[Pd](P(c2ccccc2)(c2ccccc2)c2ccccc2)(P(c2ccccc2)(c2ccccc2)c2ccccc2)P(c2ccccc2)(c2ccccc2)c2ccccc2)cc1. Reaction SMILES: [Br:2][c:3]1[c:4]([F:12])[cH:5][c:6]([CH2:9][C:10]#[N:11])[cH:7][cH:8]1.[CH3:111][c:112]1[cH:113][cH:114][cH:115][cH:116][cH:117]1.[CH3:28][CH2:29][O:30][C:31]([CH3:32])=[O:33].[Na+:13].[Na+:14].[O-:15][C:16](=[O:17])[O-:18].[OH2:1].[c:19]1([B:25]([OH:26])[OH:27])[cH:20][cH:21][cH:22][cH:23][cH:24]1.[cH:34]1[cH:35][cH:36][c:37]([P:38]([Pd:39]([P:40]([c:41]2[cH:42][cH:43][cH:44][cH:45][cH:46]2)([c:47]2[cH:48][cH:49][cH:50][cH:51][cH:52]2)[c:53]2[cH:54][cH:55][cH:56][cH:57][cH:58]2)([P:59]([c:60]2[cH:61][cH:62][cH:63][cH:64][cH:65]2)([c:66]2[cH:67][cH:68][cH:69][cH:70][cH:71]2)[c:72]2[cH:73][cH:74][cH:75][cH:76][cH:77]2)[P:78]([c:79]2[cH:80][cH:81][cH:82][cH:83][cH:84]2)([c:85]2[cH:86][cH:87][cH:88][cH:89][cH:90]2)[c:91]2[cH:92][cH:93][cH:94][cH:95][cH:96]2)([c:97]2[cH:98][cH:99][cH:100][cH:101][cH:102]2)[c:103]2[cH:104][cH:105][cH:106][cH:107][cH:108]2)[cH:109][cH:110]1>>[c:3]1(-[c:19]2[cH:20][cH:21][cH:22][cH:23][cH:24]2)[c:4]([F:12])[cH:5][c:6]([CH2:9][C:10]#[N:11])[cH:7][cH:8]1. Product: N#CCc1ccc(-c2ccccc2)c(F)c1. Reactants: N-(5-(4,4,5,5-tetramethyl-1,3,2-dioxaborolan-2-l)pyridin-3-yl)benzamide, Intermediate 13, ClC=1C=CC=2N=CN=C(C2N1)OC1CCOCC1 (6-chloro-4-(tetrahydro-2H-pyran-4-yloxy)pyrido[3,2-d]pyrimidine), ClC=1C=CC=2N=CN=C(C2N1)OC1CCOCC1 (6-chloro-4-(tetrahydro-2H-pyran-4-yloxy)pyrido[3,2-d]pyrimidine), C([O-])(O)=O.[Na+] (sodium bicarbonate), O1CCOCC1 (dioxane). The product is O1CCC(CC1)OC=1C2=C(N=CN1)C=CC(=N2)C=2C=C(C=NC2)NC(C2=CC=CC=C2)=O (N-(5-(4-(tetrahydro-2H-pyran-4-yloxy)pyrido[3,2-d]pyrimidin-6-yl)pyridin-3-yl)benzamide). The yield is 63.0%. RXN SMILES: Cl[C:2]1[CH:3]=[CH:4][C:5]2[N:6]=[CH:7][N:8]=[C:9]([O:12][CH:13]3[CH2:18][CH2:17][O:16][CH2:15][CH2:14]3)[C:10]=2[N:11]=1.[C:19](=[O:22])(O)[O-].[Na+].O1[CH2:29][CH2:28]OCC1>C1C=CC(P(C2C=CC=CC=2)[C-]2C=CC=C2)=CC=1.C1C=CC(P(C2C=CC=CC=2)[C-]2C=CC=C2)=CC=1.Cl[Pd]Cl.[Fe+2].C(Cl)Cl>[O:16]1[CH2:17][CH2:18][CH:13]([O:12][C:9]2[C:10]3[N:11]=[C:2]([C:3]4[CH:4]=[C:5]([NH:6][C:19](=[O:22])[C:29]5[CH:28]=[CH:18][CH:13]=[CH:14][CH:15]=5)[CH:10]=[N:11][CH:2]=4)[CH:3]=[CH:4][C:5]=3[N:6]=[CH:7][N:8]=2)[CH2:14][CH2:15]1 |f:1.2,4.5.6.7.8|. Procedure: A mixture of N-(5-(4,4,5,5-tetramethyl-1,3,2-dioxaborolan-2-l)pyridin-3-yl)benzamide (Intermediate 13) (0.07 g, 0.216 mmol), 6-chloro-4-(tetrahydro-2H-pyran-4-yloxy)pyrido[3,2-d]pyrimidine (Intermediate 1) (0.063 g, 0.238 mmol), 1N aq. sodium bicarbonate (0.432 ml, 0.432 mmol) and PdCl2(dppf)-CH2Cl2 (0.018 g, 0.022 mmol) in dioxane (1.08 ml) was subjected to microwave irradiation for 1 hour at 110° C., and cooled to room temperature. The reaction mixture was filtered through a Celite pad and was... Reagents/catalysts: C1=CC=C(C=C1)P([C-]2C=CC=C2)C3=CC=CC=C3.C1=CC=C(C=C1)P([C-]2C=CC=C2)C3=CC=CC=C3.Cl[Pd]Cl.[Fe+2].C(Cl)Cl (PdCl2(dppf) CH2Cl2). The reactants are CC(C)(C)OC(=O)NC1(c2ccc(I)cc2)CC1, C1CCOC1, CI, CCOC(C)=O, [H-], [Na+], O. Product: CN(C(=O)OC(C)(C)C)C1(c2ccc(I)cc2)CC1. As a reaction SMILES: [C:1]([CH3:2])([CH3:3])([CH3:4])[O:5][C:6]([NH:7][C:8]1([c:11]2[cH:12][cH:13][c:14]([I:17])[cH:15][cH:16]2)[CH2:9][CH2:10]1)=[O:18].[CH2:24]1[O:25][CH2:26][CH2:27][CH2:28]1.[CH3:19][I:20].[CH3:29][CH2:30][O:31][C:32]([CH3:33])=[O:34].[H-:22].[Na+:21].[OH2:23]>>[C:1]([CH3:2])([CH3:3])([CH3:4])[O:5][C:6]([N:7]([C:8]1([c:11]2[cH:12][cH:13][c:14]([I:17])[cH:15][cH:16]2)[CH2:9][CH2:10]1)[CH3:19])=[O:18].